describe an organic reaction: reactants, conditions, products, and yield From a dataset of the Open Reaction Database (ORD), a public repository of structured organic reaction records. The reactants are BrCCBr, CCCCCC(Cl)CCCCC, [Mg], C1CCOC1. The product is [Cl-], CCCCCC([Mg+])CCCCC. Reaction SMILES: [CH2:2]([Br:3])[CH2:4][Br:5].[Cl:6][CH:7]([CH2:8][CH2:9][CH2:10][CH2:11][CH3:12])[CH2:13][CH2:14][CH2:15][CH2:16][CH3:17].[Mg:1].[O:18]1[CH2:19][CH2:20][CH2:21][CH2:22]1>>[Cl-:6].[Mg+:1][CH:7]([CH2:8][CH2:9][CH2:10][CH2:11][CH3:12])[CH2:13][CH2:14][CH2:15][CH2:16][CH3:17]. Reactants: IC1=C(OC(C2=CC=CC=C12)=O)CCC (4-Iodo-3-propyl-1H-isochromen-1-one), C1(=CC=CC=C1)B(O)O (phenylboronic acid), C(=O)([O-])[O-].[Cs+].[Cs+] (Cs2CO3). The reagents and catalysts are C=1C=CC(=CC1)[P](C=2C=CC=CC2)(C=3C=CC=CC3)[Pd]([P](C=4C=CC=CC4)(C=5C=CC=CC5)C=6C=CC=CC6)([P](C=7C=CC=CC7)(C=8C=CC=CC8)C=9C=CC=CC9)[P](C=1C=CC=CC1)(C=1C=CC=CC1)C=1C=CC=CC1 (Pd(PPh3)4). Run in CN(C)C=O (DMF). Yields the product C1(=CC=CC=C1)C1=C(OC(C2=CC=CC=C12)=O)CCC (4-Phenyl-3-propyl-1H-isochromen-1-one). Isolated yield 16.3%. RXN SMILES: I[C:2]1[C:11]2[C:6](=[CH:7][CH:8]=[CH:9][CH:10]=2)[C:5](=[O:12])[O:4][C:3]=1[CH2:13][CH2:14][CH3:15].[C:16]1(B(O)O)[CH:21]=[CH:20][CH:19]=[CH:18][CH:17]=1.C([O-])([O-])=O.[Cs+].[Cs+]>CN(C=O)C.C1C=CC([P]([Pd]([P](C2C=CC=CC=2)(C2C=CC=CC=2)C2C=CC=CC=2)([P](C2C=CC=CC=2)(C2C=CC=CC=2)C2C=CC=CC=2)[P](C2C=CC=CC=2)(C2C=CC=CC=2)C2C=CC=CC=2)(C2C=CC=CC=2)C2C=CC=CC=2)=CC=1>[C:16]1([C:2]2[C:11]3[C:6](=[CH:7][CH:8]=[CH:9][CH:10]=3)[C:5](=[O:12])[O:4][C:3]=2[CH2:13][CH2:14][CH3:15])[CH:21]=[CH:20][CH:19]=[CH:18][CH:17]=1 |f:2.3.4,^1:39,41,60,79|. Procedure details: 4-Iodo-3-propyl-1H-isochromen-1-one (intermediate C20.2, 0.80 g, 2.55 mmol), phenylboronic acid (0.39 g, 3.18 mmol), Pd(PPh3)4 (0.15 g, 0.127 mmol) and Cs2CO3 (1.16 g, 3.57 mmol) were reacted in DMF (10 ml) at 80° C. for 3 hrs. The reaction was the partitioned between AcOEt and 1 M HClaqueous, washed with 1 M HClaqueous brine, dried over Na2SO4 and concentrated under reduced pressure. The resulting crude was purified on a silica 500 Biotage cartridge eluting with a gradient of Hexane and AcOEt t... The reactants are C1CCOC1, COCCOCCOCCOCCO, CCOC(C)=O, Cl, O=C(O)c1cccnc1F. Product: COCCOCCOCCOCCOc1ncccc1C(=O)O. As a reaction SMILES: [CH2:26]1[O:27][CH2:28][CH2:29][CH2:30]1.[CH3:11][O:12][CH2:13][CH2:14][O:15][CH2:16][CH2:17][O:18][CH2:19][CH2:20][O:21][CH2:22][CH2:23][OH:24].[CH3:31][CH2:32][O:33][C:34]([CH3:35])=[O:36].[ClH:25].[F:1][c:2]1[c:3]([C:4](=[O:5])[OH:6])[cH:7][cH:8][cH:9][n:10]1>>[c:2]1([O:24][CH2:23][CH2:22][O:21][CH2:20][CH2:19][O:18][CH2:17][CH2:16][O:15][CH2:14][CH2:13][O:12][CH3:11])[c:3]([C:4](=[O:5])[OH:6])[cH:7][cH:8][cH:9][n:10]1. Reactants: C(C1=CC=CC=C1)OC1=C(C=C(C=C1)C1=CC=C(S1)C(=O)OC)C#N (Methyl 5-[4-(benzyloxy)-3-cyanophenyl]thiophene-2-carboxylate), CC=1C(=C(C(=C(C1)C)C)C)C (pentamethylbenzene). The solvent is FC(C(=O)O)(F)F (trifluoroacetic acid). Yields the product C(#N)C=1C=C(C=CC1O)C1=CC=C(S1)C(=O)OC (methyl 5-(3-cyano-4-hydroxyphenyl)thiophene-2-carboxylate). Reaction SMILES: C([O:8][C:9]1[CH:14]=[CH:13][C:12]([C:15]2[S:19][C:18]([C:20]([O:22][CH3:23])=[O:21])=[CH:17][CH:16]=2)=[CH:11][C:10]=1[C:24]#[N:25])C1C=CC=CC=1.CC1C(C)=C(C)C(C)=C(C)C=1>FC(F)(F)C(O)=O>[C:24]([C:10]1[CH:11]=[C:12]([C:15]2[S:19][C:18]([C:20]([O:22][CH3:23])=[O:21])=[CH:17][CH:16]=2)[CH:13]=[CH:14][C:9]=1[OH:8])#[N:25]. Procedure details: Methyl 5-[4-(benzyloxy)-3-cyanophenyl]thiophene-2-carboxylate and pentamethylbenzene were stirred at room temperature in trifluoroacetic acid to obtain methyl 5-(3-cyano-4-hydroxyphenyl)thiophene-2-carboxylate. F: 258.